This data is from the Open Reaction Database (ORD), a public repository of structured organic reaction records. The task is: describe an organic reaction: reactants, conditions, products, and yield Reactants: C(C1=CC=CC=C1)ONCC(C(=O)O)CC(C)C (N-benzyloxy 2(RS)-isobutyl-3-amino-propionic acid), C(=O)O (formic acid). Run in C(C)(=O)OC(C)=O (acetic anhydride). Yields the product C(=O)N(CC(C(=O)O)CC(C)C)OCC1=CC=CC=C1 (N-formyl-N-benzyloxy 2(RS)-isobutyl-3-aminopropionic acid). The yield is 100.0%. RXN SMILES: [CH2:1]([O:8][NH:9][CH2:10][CH:11]([CH2:15][CH:16]([CH3:18])[CH3:17])[C:12]([OH:14])=[O:13])[C:2]1[CH:7]=[CH:6][CH:5]=[CH:4][CH:3]=1.[CH:19](O)=[O:20]>C(OC(=O)C)(=O)C>[CH:19]([N:9]([O:8][CH2:1][C:2]1[CH:7]=[CH:6][CH:5]=[CH:4][CH:3]=1)[CH2:10][CH:11]([CH2:15][CH:16]([CH3:18])[CH3:17])[C:12]([OH:14])=[O:13])=[O:20]. Procedure: 1.0 g of N-benzyloxy 2(RS)-isobutyl-3-amino-propionic acid in 10 ml of formic acid and 1 ml of acetic anhydride was stirred at room temperature for 2 hours and then evaporated. The residue was taken up in ethyl acetate, washed with water and saturated sodium chloride solution, dried over anhydrous magnesium sulfate and evaporated to yield 1.2 g (100%) of N-formyl-N-benzyloxy 2(RS)-isobutyl-3-aminopropionic acid as a gum. Rf (toluene/acetic acid 4:1) 0.39.